From a dataset of the Open Reaction Database (ORD), a public repository of structured organic reaction records. describe an organic reaction: reactants, conditions, products, and yield Reactants: ClC1=NOC2=C1C=CC(=C2)OC (3-chloro-6-methoxy-1,2-benzisoxazole), CNCCC1=NC=CC=C1 (2-(2-methylaminoethyl)pyridine). Conditions: temperature 140 celsius. Yields the product O.Cl.COC1=CC2=C(C(=NO2)N(CCC2=NC=CC=C2)C)C=C1.COC1=CC2=C(C(=NO2)N(C)CCC2=NC=CC=C2)C=C1.Cl (6-Methoxy-N-methyl-N-[2-(2-pyridyl)ethyl]-1,2-benzisoxazol-3-amine hydrochloride hemihydrate). Reaction SMILES: [Cl:1][C:2]1[C:6]2[CH:7]=[CH:8][C:9]([O:11][CH3:12])=[CH:10][C:5]=2[O:4][N:3]=1.[CH3:13][NH:14][CH2:15][CH2:16][C:17]1[CH:22]=[CH:21][CH:20]=[CH:19][N:18]=1>>[OH2:4].[ClH:1].[CH3:12][O:11][C:9]1[CH:8]=[CH:7][C:6]2[C:2]([N:14]([CH3:13])[CH2:15][CH2:16][C:17]3[CH:22]=[CH:21][CH:20]=[CH:19][N:18]=3)=[N:3][O:4][C:5]=2[CH:10]=1.[CH3:12][O:11][C:9]1[CH:8]=[CH:7][C:6]2[C:2]([N:14]([CH2:15][CH2:16][C:17]3[CH:22]=[CH:21][CH:20]=[CH:19][N:18]=3)[CH3:13])=[N:3][O:4][C:5]=2[CH:10]=1.[ClH:1] |f:2.3.4.5.6|. Procedure: To a sealed tube was added 3-chloro-6-methoxy-1,2-benzisoxazole (2.5 g) and 2-(2-methylaminoethyl)pyridine (11.0 g). The reaction was heated to 140° C. over 72 hours and then cooled to room temperature. The residue was partitioned between EtOAc and brine, washed with brine (4×), and the organic phase was dried over MgSO4 and concentrated in vacuo. Preparative liquid chromatography (silica gel) eluting with 5% acetone/CH2Cl2 provided a residue upon evaporation (1.5 g) which was dissolved in ether... Starting materials: BrC=1C=C(C(=O)NN=C(C)C)C=CC1C (3-bromo-4-methyl-N′-(propan-2-ylidene)benzohydrazide), C(C)(=O)OC(C)=O (acetic anhydride). Product: BrC=1C=C(C=CC1C)C1=NN(C(O1)(C)C)C(C)=O (1-(5-(3-Bromo-4-methylphenyl)-2,2-dimethyl-1,3,4-oxadiazol-3(2H)-yl)ethanone). RXN SMILES: [Br:1][C:2]1[CH:3]=[C:4]([CH:12]=[CH:13][C:14]=1[CH3:15])[C:5]([NH:7][N:8]=[C:9]([CH3:11])[CH3:10])=[O:6].[C:16](OC(=O)C)(=[O:18])[CH3:17]>>[Br:1][C:2]1[CH:3]=[C:4]([C:5]2[O:6][C:9]([CH3:11])([CH3:10])[N:8]([C:16](=[O:18])[CH3:17])[N:7]=2)[CH:12]=[CH:13][C:14]=1[CH3:15]. Procedure details: A mixture of 3-bromo-4-methyl-N′-(propan-2-ylidene)benzohydrazide (2.0 g, 7.46 mmol), as obtained hereinbefore, and acetic anhydride (30 mL) was refluxed for one hour. The excess of acetic anhydride was removed under vacuum after cooling the reaction mixture to room temperature and the crude residue obtained was triturated with hexane to remove traces of acetic anhydride present in the reaction mixture. The crude product was purified by flash column chromatography (silica gel, 100-200 mesh, 13% ... The reactants are C12C=CC(CC1)C2 (norbornene), (R)-2-Methoxy-2'-di(4-chlorophenyl)phosphino-1,1'-binaphthyl, Cl[SiH](Cl)Cl (trichlorosilane). Reagents/catalysts: [CH2-]C=C.[CH2-]C=C.Cl[Pd+].Cl[Pd+] (allylpalladium chloride dimer). The solvent is C1(=CC=CC=C1)C (toluene). Conditions: time 12 hour. The product is Cl[Si]([C@@H]1[C@H]2CC[C@@H](C1)C2)(Cl)Cl ((1S, 2S, 4R)-2-trichlorosilylnorbornane). Isolated yield 96.8%. Reaction SMILES: [CH:1]12[CH2:7][CH:4]([CH2:5][CH2:6]1)[CH:3]=[CH:2]2.[Cl:8][SiH:9]([Cl:11])[Cl:10]>C1(C)C=CC=CC=1.[CH2-]C=C.[CH2-]C=C.Cl[Pd+].Cl[Pd+]>[Cl:8][Si:9]([Cl:11])([Cl:10])[C@H:2]1[CH2:3][C@H:4]2[CH2:7][C@@H:1]1[CH2:6][CH2:5]2 |f:3.4.5.6|. Procedure: (R)-2-Methoxy-2'-di(4-chlorophenyl)phosphino-1,1'-binaphthyl prepared in Example 3 (7.93 mg, 14.78 mmol) and allylpalladium chloride dimer (1.35 mg, 3.69 μmol=7.38 μmol of palladium) were dissolved in toluene (6.95 g). In the solution, norbornene (6.95 g, 73.81 mmol) was added. After adding trichlorosilane (12.00 g, 88.59 mmol) at 0° C., the mixture was warmed to room temperature, followed by stirring at room temperature for 12 hours. Thereafter, from the reaction mixture, the solvent was evapor... The reactants are P(=O)(Cl)(Cl)Cl (phosphorus oxychloride), O.N (ammonia water), O.N (ammonia water), C(C1=CC=CC=C1)OC(=O)N[C@@H]1C(NCCC1)=O ((S)-3-benzyloxycarbonylamino-2-piperidone), C(C)(C)N(CC)C(C)C (diisopropylethylamine), C[Si](C)(C)Cl (trimethylsilyl chloride), [Cl-].[NH4+] (ammonium chloride). Run in C1(=CC=CC=C1)C (toluene). Reaction conditions: time 24 hour. The product is C(C1=CC=CC=C1)OC(=O)N[C@@H]1C(N(CCC1)P(=O)(N)N)=O ((S)-3-benzyloxycarbonylamino-1-diaminophosphinyl-2-piperidone). Isolated yield 43.8%. As a reaction SMILES: [CH2:1]([O:8][C:9]([NH:11][C@H:12]1[CH2:17][CH2:16][CH2:15][NH:14][C:13]1=[O:18])=[O:10])[C:2]1[CH:7]=[CH:6][CH:5]=[CH:4][CH:3]=1.C(N(C(C)C)CC)(C)C.C[Si](Cl)(C)C.[P:33](Cl)(Cl)(Cl)=[O:34].O.[NH3:39].[Cl-].[NH4+:41]>C1(C)C=CC=CC=1>[CH2:1]([O:8][C:9]([NH:11][C@H:12]1[CH2:17][CH2:16][CH2:15][N:14]([P:33]([NH2:41])([NH2:39])=[O:34])[C:13]1=[O:18])=[O:10])[C:2]1[CH:3]=[CH:4][CH:5]=[CH:6][CH:7]=1 |f:4.5,6.7|. Procedure: 600 g (2.42 mol) of (S)-3-benzyloxycarbonylamino-2-piperidone was added to 6 L of toluene and 823 mL (4.80 mol) of diisopropylethylamine, subsequently 612 mL (4.80 mol) of trimethylsilyl chloride was added dropwise, and the solution was stirred at room temperature for 24 hours. Subsequently, 894 mL (9.60 mol) of phosphorus oxychloride was added dropwise, and the solution was stirred at room temperature for 48 hours. An ammonia water adjusted to a pH of about 10 with ammonium chloride was cooled ... The reactants are BrC=1C=2C3=C(C(=NC3=CC1)S)C=CC2 (6-bromo-benz[cd]indole-2-thiol), N1(C=NC=C1)C(CCN)C (3-(1H-imidazol-1-yl)butanamine), mercuric acetate. The solvent is O1CCOCC1 (p-dioxane). Yields the product BrC=1C=2C3=C(C(=NC3=CC1)NCCC(C)N1C=NC=C1)C=CC2 (6-Bromo-N-[3-(1H-imidazol-1-yl)butyl]benz[cd]indol-2-amine). Isolated yield 41.3%. RXN SMILES: [Br:1][C:2]1[C:3]2[C:4]3[C:8](=[CH:9][CH:10]=1)[N:7]=[C:6](S)[C:5]=3[CH:12]=[CH:13][CH:14]=2.[N:15]1([CH:20]([CH3:24])[CH2:21][CH2:22][NH2:23])[CH:19]=[CH:18][N:17]=[CH:16]1>O1CCOCC1>[Br:1][C:2]1[C:3]2[C:4]3[C:8](=[CH:9][CH:10]=1)[N:7]=[C:6]([NH:23][CH2:22][CH2:21][CH:20]([N:15]1[CH:19]=[CH:18][N:17]=[CH:16]1)[CH3:24])[C:5]=3[CH:12]=[CH:13][CH:14]=2. Reported procedure: A mixture of 5.2 g of 6-bromo-benz[cd]indole-2-thiol, 2.8 g of 3-(1H-imidazol-1-yl)butanamine, 6.6 g of mercuric acetate and 100 ml of dry p-dioxane was reacted as described in Example 1, giving 3.0 g of the desired product, mp 240°-241° C.